This data is from the Open Reaction Database (ORD), a public repository of structured organic reaction records. The task is: describe an organic reaction: reactants, conditions, products, and yield Starting materials: IC1=C(C=CC(=C1)N)C1=C(C=C(N)C=C1)I (2,2'-diiodobenzidine), C(C)(=O)O (acetic acid), F[B-](F)(F)F.[H+] (tetrafluoroboric acid), N(=O)[O-].[Na+] (sodium nitrite). Reaction conditions: temperature -5 celsius, time 30 minute. The product is OC1=CC(=C(C=C1)C1=C(C=C(C=C1)O)I)I (4,4'-dihydroxy-2,2'-diiodobiphenyl). Isolated yield 25.0%. RXN SMILES: [I:1][C:2]1[CH:7]=C(N)C=[CH:4][C:3]=1[C:9]1[CH:15]=[CH:14][C:12](N)=[CH:11][C:10]=1[I:16].F[B-](F)(F)F.[H+].N([O-])=[O:24].[Na+].[C:27]([OH:30])(=O)[CH3:28]>>[OH:24][C:12]1[CH:14]=[CH:15][C:9]([C:3]2[CH:4]=[CH:28][C:27]([OH:30])=[CH:7][C:2]=2[I:1])=[C:10]([I:16])[CH:11]=1 |f:1.2,3.4|. Reported procedure: Glacial acetic acid (200 ml) and 2,2'-diiodobenzidine (20.0 g, 49 mmol) were stirred at room temperature for 20 minutes, and then 100 ml 48% tetrafluoroboric acid was added to the solution. After 30 minutes, the acidic solution was cooled to -5° C., and a sodium nitrite solution (7.2 g NaNO2 in 80 ml water) was slowly added to maintain the temperature below 0° C. The reaction was stirred for 1 hour at 0° C., and the precipitate which formed was filtered and dried for 18 hours under vacuum. The d... Starting materials: CC(C)(C)OC(=O)CCC(NC(=O)c1cc(OCC(=O)C(C)(C)C)n(-c2ccccc2)n1)C(=O)O, CCN1CCOCC1, CCOC(C)=O, O=C(OCc1ccccc1)N1CCNCC1, CN(C)C=O. The product is CC(C)(C)OC(=O)CCC(NC(=O)c1cc(OCC(=O)C(C)(C)C)n(-c2ccccc2)n1)C(=O)N1CCN(C(=O)OCc2ccccc2)CC1. Reaction SMILES: [C:1]([CH3:2])([CH3:3])([CH3:4])[O:5][C:6]([CH2:7][CH2:8][CH:9]([C:10](=[O:11])[OH:12])[NH:13][C:14](=[O:15])[c:16]1[n:17][n:18](-[c:29]2[cH:30][cH:31][cH:32][cH:33][cH:34]2)[c:19]([O:21][CH2:22][C:23]([C:24]([CH3:25])([CH3:26])[CH3:27])=[O:28])[cH:20]1)=[O:35].[CH2:52]([N:53]1[CH2:54][CH2:55][O:56][CH2:57][CH2:58]1)[CH3:59].[CH3:65][CH2:66][O:67][C:68](=[O:69])[CH3:70].[N:36]1([C:42](=[O:43])[O:44][CH2:45][c:46]2[cH:47][cH:48][cH:49][cH:50][cH:51]2)[CH2:37][CH2:38][NH:39][CH2:40][CH2:41]1.[O:60]=[CH:61][N:62]([CH3:63])[CH3:64]>>[C:1]([CH3:2])([CH3:3])([CH3:4])[O:5][C:6]([CH2:7][CH2:8][CH:9]([C:10](=[O:12])[N:39]1[CH2:38][CH2:37][N:36]([C:42](=[O:43])[O:44][CH2:45][c:46]2[cH:47][cH:48][cH:49][cH:50][cH:51]2)[CH2:41][CH2:40]1)[NH:13][C:14](=[O:15])[c:16]1[n:17][n:18](-[c:29]2[cH:30][cH:31][cH:32][cH:33][cH:34]2)[c:19]([O:21][CH2:22][C:23]([C:24]([CH3:25])([CH3:26])[CH3:27])=[O:28])[cH:20]1)=[O:35]. The reactants are C1(CCC1)OC1=NC(=C2N=C(N(C2=N1)C1OCCCC1)OC)N (2-(Cyclobutyloxy)-8-(methyloxy)-9-(tetrahydro-2H-pyran-2-yl)-9H-purin-6-amine), BrC=1N(C2=NC(=NC(=C2N1)N)OC1CCCCC1)C1OCCCC1 (8-bromo-2-(cyclohexyloxy)-9-(tetrahydro-2H-pyran-2-yl)-9H-purin-6-amine). Product: C1(CCCCC1)OC1=NC(=C2N=C(N(C2=N1)C1OCCCC1)OC)N (2-(Cyclohexyloxy)-8-(methyloxy)-9-(tetrahydro-2H-pyran-2-yl)-9H-purin-6-amine). As a reaction SMILES: [CH:1]1([O:5][C:6]2[N:14]=[C:13]3[C:9]([N:10]=[C:11]([O:21][CH3:22])[N:12]3[CH:15]3[CH2:20][CH2:19][CH2:18][CH2:17][O:16]3)=[C:8]([NH2:23])[N:7]=2)[CH2:4][CH2:3][CH2:2]1.BrC1N(C2CCCCO2)[C:27]2[C:32](N=1)=C(N)N=C(OC1CCCCC1)N=2>>[CH:1]1([O:5][C:6]2[N:14]=[C:13]3[C:9]([N:10]=[C:11]([O:21][CH3:22])[N:12]3[CH:15]3[CH2:20][CH2:19][CH2:18][CH2:17][O:16]3)=[C:8]([NH2:23])[N:7]=2)[CH2:4][CH2:32][CH2:27][CH2:3][CH2:2]1. Procedure: Prepared similarly to Intermediate 57 from 8-bromo-2-(cyclohexyloxy)-9-(tetrahydro-2H-pyran-2-yl)-9H-purin-6-amine.